This data is from the Open Reaction Database (ORD), a public repository of structured organic reaction records. The task is: describe an organic reaction: reactants, conditions, products, and yield Reactants: CC1OC2=C(C1)C=C(C=C2)CCOC2=CC=C(C=C2)N=C=O (4-[2-(2,3-dihydro-2-methyl-5-benzofuranyl)ethyloxy]phenyl isocyanate), CNOC (N,O-dimethylhydroxylamine). The solvent is C1(=CC=CC=C1)C (toluene), C1(=CC=CC=C1)C (toluene). Conditions: time 2 hour. The product is CC1OC2=C(C1)C=C(C=C2)CCOC2=CC=C(C=C2)NC(=O)N(C)OC (1-{4-[2-(2,3-dihydro-2-methyl-5-benzofuranyl)ethyloxy]phenyl}-3-methoxy-3-methylurea). Isolated yield 82.9%. As a reaction SMILES: [CH3:1][CH:2]1[CH2:6][C:5]2[CH:7]=[C:8]([CH2:11][CH2:12][O:13][C:14]3[CH:19]=[CH:18][C:17]([N:20]=[C:21]=[O:22])=[CH:16][CH:15]=3)[CH:9]=[CH:10][C:4]=2[O:3]1.[CH3:23][NH:24][O:25][CH3:26]>C1(C)C=CC=CC=1>[CH3:1][CH:2]1[CH2:6][C:5]2[CH:7]=[C:8]([CH2:11][CH2:12][O:13][C:14]3[CH:19]=[CH:18][C:17]([NH:20][C:21]([N:24]([O:25][CH3:26])[CH3:23])=[O:22])=[CH:16][CH:15]=3)[CH:9]=[CH:10][C:4]=2[O:3]1. Procedure details: 1.8 g of 4-[2-(2,3-dihydro-2-methyl-5-benzofuranyl)ethyloxy]phenyl isocyanate was dissolved into 20 ml of toluene, and 2.0 g of N,O-dimethylhydroxylamine dissolved in 5 ml of toluene was slowly added dropwise thereto at room temperature. After the mixture was stirred at room temperature for 2 hours, toluene was distilled off and the residue was subjected to silica gel column chromatography using ethyl acetate/n-hexane (2/3) as a developer to obtain 1.8 g of Compound No. 42 shown in Table 2. The reactants are C(=O)(O)CCCCC=1C=C(C=CC1)/C(/C=C/C1=[N+](C=2C=CC3=C(C2C1(C)C)C=C(C=C3S(=O)(=O)[O-])S(=O)(=O)[O-])CCCS(=O)(=O)[O-])=C\C=C/3\N(C=1C=CC2=C(C1C3(C)C)C=C(C=C2S(=O)(=O)[O-])S(=O)(=O)[O-])CCCS(=O)(=O)[O-].[Na+].[Na+].[Na+].[Na+].[Na+] (Sodium 2-((1E,3Z,5E)-3-(3-(4-Carboxybutyl)phenyl)-5-(1,1-dimethyl-6,8-disulfonato-3-(3-sulfonatopropyl)-1H-benzo[e]indol-2(3H)-ylidene)penta-1,3-dienyl)-1,1-dimethyl-3-(3-sulfonatopropyl)-1H-benzo[e]indolium-6,8-disulfonate), Br/C(/C=C/C1=[N+](C2=CC=C(C=C2C1(C)C)S(=O)(=O)[O-])CCCS(=O)(=O)[O-])=C\C=C/1\N(C2=CC=C(C=C2C1(C)C)S(=O)(=O)[O-])CCCS(=O)(=O)[O-].[Na+].[Na+].[Na+] (Sodium 2-((1E,3Z,5E)-3-Bromo-5-(3,3-dimethyl-5-sulfonato-1-(3-sulfonatopropyl)indolin-2-ylidene)penta-1,3-dienyl)-3,3-dimethyl-1-(3-sulfonatopropyl)-3H-indolium-5-sulfonate). The product is C(=O)(O)CCCCC=1C=C(C=CC1)/C(/C=C/C1=[N+](C2=CC=C(C=C2C1(C)C)S(=O)(=O)[O-])CCCS(=O)(=O)[O-])=C\C=C/1\N(C2=CC=C(C=C2C1(C)C)S(=O)(=O)[O-])CCCS(=O)(=O)[O-].[Na+].[Na+].[Na+] (Sodium 2-((1E,3Z,5E)-3-(3-(4-Carboxybutyl)phenyl)-5-(3,3-dimethyl-5-sulfonato-1-(3-sulfonatopropyl)indolin-2-ylidene)penta-1,3-dienyl)-3,3-dimethyl-1-(3-sulfonatopropyl)-3H-indolium-5-sulfonate). As a reaction SMILES: [C:1]([CH2:4][CH2:5][CH2:6][CH2:7][C:8]1[CH:9]=[C:10](/C(=C\C=C2\N(CCCS([O-])(=O)=O)C3C=CC4C(S([O-])(=O)=O)=CC(S([O-])(=O)=O)=CC=4C=3C\2(C)C)/C=C/C2C(C)(C)C3C4C=C(S([O-])(=O)=O)C=C(S([O-])(=O)=O)C=4C=CC=3[N+]=2CCCS([O-])(=O)=O)[CH:11]=[CH:12][CH:13]=1)([OH:3])=[O:2].[Na+:79].[Na+].[Na+].[Na+].[Na+].Br/[C:85](=[CH:110]\[CH:111]=[C:112]1\[N:113]([CH2:127][CH2:128][CH2:129][S:130]([O-:133])(=[O:132])=[O:131])[C:114]2[C:119]([C:120]\1([CH3:122])[CH3:121])=[CH:118][C:117](S([O-])(=O)=O)=[CH:116][CH:115]=2)/[CH:86]=[CH:87]/[C:88]1[C:96]([CH3:98])([CH3:97])[C:95]2[C:90](=[CH:91][CH:92]=[C:93]([S:99]([O-:102])(=[O:101])=[O:100])[CH:94]=2)[N+:89]=1CCCS([O-])(=O)=O.[Na+].[Na+].[Na+]>>[C:1]([CH2:4][CH2:5][CH2:6][CH2:7][C:8]1[CH:13]=[C:12](/[C:85](=[CH:110]\[CH:111]=[C:112]2\[N:113]([CH2:127][CH2:128][CH2:129][S:130]([O-:133])(=[O:132])=[O:131])[C:114]3[C:119]([C:120]\2([CH3:121])[CH3:122])=[CH:118][C:117]([S:130]([O-:133])(=[O:132])=[O:131])=[CH:116][CH:115]=3)/[CH:86]=[CH:87]/[C:88]2[C:96]([CH3:98])([CH3:97])[C:95]3[C:90](=[CH:91][CH:92]=[C:93]([S:99]([O-:102])(=[O:101])=[O:100])[CH:94]=3)[N+:89]=2[CH2:91][CH2:92][CH2:93][S:99]([O-:102])(=[O:101])=[O:100])[CH:11]=[CH:10][CH:9]=1)([OH:3])=[O:2].[Na+:79].[Na+:79].[Na+:79] |f:0.1.2.3.4.5,6.7.8.9,10.11.12.13|. Reported procedure: Compound 14 was prepared analogously to compound 8 (Example 8), except that compound 13 was used as starting materials. UV/vis absorption max: λH2O=649 nm, ε=190,000; λMeOH=650 nm, ε=180,000; MS calculated (found) for (M+1)+935.21 (935.3). The reactants are CCOC(C)=O, CC(C)(C)OC(=O)N1CCN(c2nc(-c3cccc(Cl)c3Cl)cs2)CC1, Cl. The product is Clc1cccc(-c2csc(N3CCNCC3)n2)c1Cl. Reaction SMILES: [CH3:28][CH2:29][O:30][C:31](=[O:32])[CH3:33].[Cl:2][c:3]1[c:4](-[c:10]2[n:11][c:12]([N:15]3[CH2:16][CH2:17][N:18]([C:21]([O:22][C:23]([CH3:24])([CH3:25])[CH3:26])=[O:27])[CH2:19][CH2:20]3)[s:13][cH:14]2)[cH:5][cH:6][cH:7][c:8]1[Cl:9].[ClH:1]>>[Cl:2][c:3]1[c:4](-[c:10]2[n:11][c:12]([N:15]3[CH2:16][CH2:17][NH:18][CH2:19][CH2:20]3)[s:13][cH:14]2)[cH:5][cH:6][cH:7][c:8]1[Cl:9]. Starting materials: CO, [Cl-], COC(=N)CCCCOc1nccc(NC(N)=NCC(F)(F)F)n1, [NH4+]. The product is Cl, N=C(N)CCCCOc1nccc(NC(N)=NCC(F)(F)F)n1. Reaction SMILES: [CH3:27][OH:28].[Cl-:25].[F:1][C:2]([CH2:3][N:4]=[C:5]([NH:6][c:7]1[n:8][c:9]([O:13][CH2:14][CH2:15][CH2:16][CH2:17][C:18]([O:19][CH3:20])=[NH:21])[n:10][cH:11][cH:12]1)[NH2:22])([F:23])[F:24].[NH4+:26]>>[ClH:25].[F:1][C:2]([CH2:3][N:4]=[C:5]([NH:6][c:7]1[n:8][c:9]([O:13][CH2:14][CH2:15][CH2:16][CH2:17][C:18](=[NH:21])[NH2:26])[n:10][cH:11][cH:12]1)[NH2:22])([F:23])[F:24]. The yield is 72.6%. Reported procedure: Methyl (2R)-2-(cyclopentylamino)butanoate 1k (2.50 g, 13.50 mmol) and sodium bicarbonate (4.54 g, 54 mmol) were dissolved in 100 mL of cyclohexane, stirred for 30 minutes followed by the addition of 2,4-dichloro-5-nitro-pyrimidine (2.88 g, 14.84 mmol), heated to 60° C. and stirred for another 12 hours. The reaction mixture was filtered, washed with dichloromethane (50 mL), and the filtrate was concentrated under reduced pressure, the resulting residue was recrystallized by 150 mL of the mixture ... Starting materials: C1(CCCC1)N[C@@H](C(=O)OC)CC (methyl (2R)-2-(cyclopentylamino)butanoate), C([O-])(O)=O.[Na+] (sodium bicarbonate), ClC1=NC=C(C(=N1)Cl)[N+](=O)[O-] (2,4-dichloro-5-nitro-pyrimidine). Solvent: C1CCCCC1 (cyclohexane). Product: ClC1=NC=C(C(=N1)N([C@@H](C(=O)OC)CC)C1CCCC1)[N+](=O)[O-] (methyl (2R)-2-[(2-chloro-5-nitro-pyrimidin-4-yl)-(1-cyclopentyl)amino]butanoate). RXN SMILES: [CH:1]1([NH:6][C@H:7]([CH2:12][CH3:13])[C:8]([O:10][CH3:11])=[O:9])[CH2:5][CH2:4][CH2:3][CH2:2]1.C(=O)(O)[O-].[Na+].[Cl:19][C:20]1[N:25]=[C:24](Cl)[C:23]([N+:27]([O-:29])=[O:28])=[CH:22][N:21]=1>C1CCCCC1>[Cl:19][C:20]1[N:25]=[C:24]([N:6]([CH:1]2[CH2:2][CH2:3][CH2:4][CH2:5]2)[C@H:7]([CH2:12][CH3:13])[C:8]([O:10][CH3:11])=[O:9])[C:23]([N+:27]([O-:29])=[O:28])=[CH:22][N:21]=1 |f:1.2|. Run at temperature 60 celsius, time 30 minute.